This data is from the Open Reaction Database (ORD), a public repository of structured organic reaction records. The task is: describe an organic reaction: reactants, conditions, products, and yield Starting materials: C12(CC3CC(CC(C1)C3)C2)NC(CCC2=CC(=C(C=C2)N)[N+](=O)[O-])=O (N-(1-adamantyl)-3-(3-nitro-4-aminophenyl)propionamide). Reaction conditions: time 120 minute. Run in CO (methanol). Product: C12(CC3CC(CC(C1)C3)C2)NC(CCC2=CC(=C(C=C2)N)N)=O (N-(1-Adamantyl)-3-(3,4-diaminophenyl)propionamide). Isolated yield 46.0%. Procedure details: 500 mg of N-(1-adamantyl)-3-(3-nitro-4-aminophenyl)propionamide (prepared as described in Example 21) was dissolved in 20 ml of methanol. 200 mg of 10% w/w palladium-on-carbon was added to the solution, which was then catalytically reduced whilst bubbling hydrogen through it, under atmospheric pressure for 120 minutes. The catalyst was then removed by filtration, and the methanol was removed by distillation under reduced pressure. The resulting residue was purified by silica gel column chromatog... RXN SMILES: [C:1]12([NH:11][C:12](=[O:25])[CH2:13][CH2:14][C:15]3[CH:20]=[CH:19][C:18]([NH2:21])=[C:17]([N+:22]([O-])=O)[CH:16]=3)[CH2:10][CH:5]3[CH2:6][CH:7]([CH2:9][CH:3]([CH2:4]3)[CH2:2]1)[CH2:8]2>CO.[Pd]>[C:1]12([NH:11][C:12](=[O:25])[CH2:13][CH2:14][C:15]3[CH:20]=[CH:19][C:18]([NH2:21])=[C:17]([NH2:22])[CH:16]=3)[CH2:2][CH:3]3[CH2:4][CH:5]([CH2:6][CH:7]([CH2:9]3)[CH2:8]1)[CH2:10]2. Reagents/catalysts: [Pd] (palladium-on-carbon). Reactants: ClC1=CC=CC=2SC3=CC=CC(=C3N(C12)C=O)Cl (1,9-dichloro-10H-phenothiazine-10-carbaldehyde), [OH-].[K+] (KOH). Run in CCO (EtOH), CC(=O)C (acetone). Conditions: time 12 hour. Product: ClC1=CC=CC=2SC3=CC=CC(=C3NC12)Cl (1,9-Dichloro-10H-phenothiazine). As a reaction SMILES: [Cl:1][C:2]1[C:15]2[N:14](C=O)[C:13]3[C:8](=[CH:9][CH:10]=[CH:11][C:12]=3[Cl:18])[S:7][C:6]=2[CH:5]=[CH:4][CH:3]=1.[OH-].[K+]>CC(C)=O.CCO>[Cl:1][C:2]1[C:15]2[NH:14][C:13]3[C:8](=[CH:9][CH:10]=[CH:11][C:12]=3[Cl:18])[S:7][C:6]=2[CH:5]=[CH:4][CH:3]=1 |f:1.2|. Procedure: The mixture of the crude 1,9-dichloro-10H-phenothiazine-10-carbaldehyde was dissolved in acetone (8 mL) and a solution of KOH (330 mg, 5.88 mmol) in EtOH (5.0 mL) was added. The mixture was stirred for 12 h at room temperature and then was evaporated to dryness to give a residue. The residue extracted with EtOAc and washed with 1M H3PO4. The organic layers were combined and dried over MgSO4, filtered and evaporated to give a residue. The residue was purified by flash silica gel chromatography to... Reactants: O1C(=CC=C1)C1=NN2C(N=C(N=C2N)N2CCN(CCC2)CC2=NOC(=C2)C)=C1 (7-Furan-2-yl-2-[4-(5-methyl-isoxazol-3-ylmethyl)-[1,4]diazepan-1-yl]-pyrazolo[1,5-a][1,3,5]triazin-4-ylamine), O1C(=CC=C1)C1=NN2C(N=C(N=C2N)S(=O)(=O)C)=C1 (7-furan-2-yl-2-methanesulfonyl-pyrazolo[1,5-a][1,3,5]triazin-4-ylamine), O1C(=CC=C1)C1=NN2C(N=C(N=C2N)S(=O)(=O)C)=N1 (2-furan-2-yl-5-methanesulfonyl-[1,2,4]triazolo[1,5-a][1,3,5]triazin-7-ylamine). Yields the product O1C(=CC=C1)C1=NN2C(N=C(N=C2N)NCC2NCCC2)=C1 (7-Furan-2-yl-N2-pyrrolidin-2-ylmethyl-pyrazolo[1,5-a][1,3,5]triazine-2,4-diamine). Reaction SMILES: [O:1]1[CH:5]=[CH:4][CH:3]=[C:2]1[C:6]1[CH:29]=[C:9]2[N:10]=[C:11]([N:15]3[CH2:21][CH2:20][CH2:19][N:18](CC4C=C(C)ON=4)[CH2:17][CH2:16]3)[N:12]=[C:13]([NH2:14])[N:8]2[N:7]=1.O1C=CC=C1C1C=C2N=C(S(C)(=O)=O)N=C(N)N2N=1.O1C=CC=C1C1N=C2N=C(S(C)(=O)=O)N=C(N)N2N=1>>[O:1]1[CH:5]=[CH:4][CH:3]=[C:2]1[C:6]1[CH:29]=[C:9]2[N:10]=[C:11]([NH:15][CH2:16][CH:17]3[CH2:21][CH2:20][CH2:19][NH:18]3)[N:12]=[C:13]([NH2:14])[N:8]2[N:7]=1. Procedure details: 7-Furan-2-yl-N2-pyrrolidin-2-ylmethyl-pyrazolo[1,5-a][1,3,5]triazine-2,4-diamine was prepared in the same manner as described in Example 6(a) and (b) above, except that 7-furan-2-yl-2-methanesulfonyl-pyrazolo[1,5-a][1,3,5]triazin-4-ylamine was used as the starting material instead of 2-furan-2-yl-5-methanesulfonyl-[1,2,4]triazolo[1,5-a][1,3,5]triazin-7-ylamine.